Dataset: the Open Reaction Database (ORD), a public repository of structured organic reaction records. Task: describe an organic reaction: reactants, conditions, products, and yield Reactants: FC1=C(C(=CC=C1)C1=C(C=CC(=C1)[N+](=O)[O-])F)C#N (3,2′-Difluoro-5′-nitrobiphenyl-2-carbonitrile), O.O.[Sn](Cl)Cl (tin(II) chloride dihydrate). Solvent: O1CCCC1 (tetrahydrofuran), C(C)O (ethanol). Reaction conditions: time 18 hour. Product: NC=1C=CC(=C(C1)C=1C(=C(C=CC1)F)C#N)F (5′-amino-3,2′-difluorobiphenyl-2-carbonitrile). Reaction SMILES: [F:1][C:2]1[CH:7]=[CH:6][CH:5]=[C:4]([C:8]2[CH:13]=[C:12]([N+:14]([O-])=O)[CH:11]=[CH:10][C:9]=2[F:17])[C:3]=1[C:18]#[N:19].O.O.[Sn](Cl)Cl>O1CCCC1.C(O)C>[NH2:14][C:12]1[CH:11]=[CH:10][C:9]([F:17])=[C:8]([C:4]2[C:3]([C:18]#[N:19])=[C:2]([F:1])[CH:7]=[CH:6][CH:5]=2)[CH:13]=1 |f:1.2.3|. Procedure: 3,2′-Difluoro-5′-nitrobiphenyl-2-carbonitrile (3.25 g, 12.5 mmol) in tetrahydrofuran (20 mL) and ethanol (20 mL) was treated with tin(II) chloride dihydrate (9.86 g, 43.8 mmol) and the mixture left to stir at ambient temperature for 18 h. The solvent was evaporated and the residue stirred with 2 N sodium hydroxide solution (40 mL) for 2 h. The resulting suspension was diluted with water (100 mL) and extracted with dichloromethane (3×200 mL). The combined organics were washed with water (200 mL),... Reactants: BrCc1ccccc1, CN(C)C=O, Cc1c(C)c2c(c(C)c1O)C(c1ccc(C(C)C)cc1)C(C)(C)O2, [H-], [Na+], O. Yields the product Cc1c(C)c2c(c(C)c1OCc1ccccc1)C(c1ccc(C(C)C)cc1)C(C)(C)O2. RXN SMILES: [Br:27][CH2:28][c:29]1[cH:30][cH:31][cH:32][cH:33][cH:34]1.[CH3:36][N:37]([CH3:38])[CH:39]=[O:40].[CH:3]([CH3:4])([CH3:5])[c:6]1[cH:7][cH:8][c:9]([CH:12]2[C:13]([CH3:25])([CH3:26])[O:14][c:15]3[c:16]2[c:17]([CH3:24])[c:18]([OH:23])[c:19]([CH3:22])[c:20]3[CH3:21])[cH:10][cH:11]1.[H-:1].[Na+:2].[OH2:35]>>[CH:3]([CH3:4])([CH3:5])[c:6]1[cH:7][cH:8][c:9]([CH:12]2[C:13]([CH3:25])([CH3:26])[O:14][c:15]3[c:16]2[c:17]([CH3:24])[c:18]([O:23][CH2:28][c:29]2[cH:30][cH:31][cH:32][cH:33][cH:34]2)[c:19]([CH3:22])[c:20]3[CH3:21])[cH:10][cH:11]1. Reaction SMILES: [CH3:19][C:20](=[O:21])[OH:22].[Cl:1][CH2:2][CH2:3][NH:4][C:5](=[O:6])[N:7]([CH2:8][CH:9]([CH2:10][OH:11])[OH:12])[CH3:13].[ClH:18].[N:14](=[O:15])[O-:16].[Na+:17]>>[Cl:1][CH2:2][CH2:3][N:4]([C:5](=[O:6])[N:7]([CH2:8][CH:9]([CH2:10][OH:11])[OH:12])[CH3:13])[N:14]=[O:15]. The product is CN(CC(O)CO)C(=O)N(CCCl)N=O. Starting materials: CC(=O)O, CN(CC(O)CO)C(=O)NCCCl, Cl, O=N[O-], [Na+]. Starting materials: CCCCCC, NCC(=O)N1c2ccccc2N(Cc2ccccc2)C(=O)C2CCCC21, O=C1C=CC(=O)O1, Cc1ccccc1C. Yields the product O=C(O)C=CC(=O)NCC(=O)N1c2ccccc2N(Cc2ccccc2)C(=O)C2CCCC21. Reaction SMILES: [CH3:34][CH2:35][CH2:36][CH2:37][CH2:38][CH3:39].[NH2:1][CH2:2][C:3](=[O:4])[N:5]1[c:6]2[c:7]([cH:23][cH:24][cH:25][cH:26]2)[N:8]([CH2:16][c:17]2[cH:18][cH:19][cH:20][cH:21][cH:22]2)[C:9](=[O:15])[CH:10]2[CH:11]1[CH2:12][CH2:13][CH2:14]2.[O:27]=[C:28]1[O:29][C:30](=[O:31])[CH:32]=[CH:33]1.[c:40]1([CH3:41])[c:42]([CH3:43])[cH:44][cH:45][cH:46][cH:47]1>>[NH:1]([CH2:2][C:3](=[O:4])[N:5]1[c:6]2[c:7]([cH:23][cH:24][cH:25][cH:26]2)[N:8]([CH2:16][c:17]2[cH:18][cH:19][cH:20][cH:21][cH:22]2)[C:9](=[O:15])[CH:10]2[CH:11]1[CH2:12][CH2:13][CH2:14]2)[C:30](=[O:31])[CH:32]=[CH:33][C:28](=[O:27])[OH:29].